describe an organic reaction: reactants, conditions, products, and yield From a dataset of the Open Reaction Database (ORD), a public repository of structured organic reaction records. Procedure details: To a solution of 3-[dibromo(2-pyridyl)methyl]-1,2,4-thiadiazolo[4,5-a]benzimidazole (2.02 g, 4.76 mmol) in 75 mL tetrahydrofuran was added a solution of silver nitrate (0.890 g, 5.24 mmol) in 75 mL water. The suspension was stirred for 2 days and then basified to pH 6 with aqueous sodium bicarbonate. After the addition of 1 mL saturated aqueous sodium chloride, the mixture was filtered on celite and the celite was washed with ethyl acetate. After extraction with water, the ethyl acetate was drie... The reactants are BrC(C1=NSC2=NC3=C(N21)C=CC=C3)(C3=NC=CC=C3)Br (3-[dibromo(2-pyridyl)methyl]-1,2,4-thiadiazolo[4,5-a]benzimidazole), C([O-])(O)=O.[Na+] (sodium bicarbonate), [Cl-].[Na+] (sodium chloride). Yield: 78.0%. Yields the product O=C(C1=NSC2=NC3=C(N21)C=CC=C3)C3=NC=CC=C3 (3-[oxo(2-pyridyl)methyl]-1,2,4-thiadiazolo[4,5-a]benzimidazole). Conditions: time 2 day. The solvent is O1CCCC1 (tetrahydrofuran), O (water). The reagents and catalysts are [N+](=O)([O-])[O-].[Ag+] (silver nitrate). As a reaction SMILES: Br[C:2](Br)([C:15]1[CH:20]=[CH:19][CH:18]=[CH:17][N:16]=1)[C:3]1[N:10]2[C:6](=[N:7][C:8]3[CH:14]=[CH:13][CH:12]=[CH:11][C:9]=32)[S:5][N:4]=1.C(=O)(O)[O-:23].[Na+].[Cl-].[Na+]>O1CCCC1.O.[N+]([O-])([O-])=O.[Ag+]>[O:23]=[C:2]([C:15]1[CH:20]=[CH:19][CH:18]=[CH:17][N:16]=1)[C:3]1[N:10]2[C:6](=[N:7][C:8]3[CH:14]=[CH:13][CH:12]=[CH:11][C:9]=32)[S:5][N:4]=1 |f:1.2,3.4,7.8|. Starting materials: ClC=1C=C(C(=O)OO)C=CC1 (meta-chloroperoxybenzoic acid), C(O)([O-])=O.[Na+] (sodium hydrogen carbonate), ClC1=C(C=CC(=C1SC)S(=O)(=O)CC)NC([C@@](C(F)(F)F)(C)O)=O ((R)-N-[2-Chloro-4-ethylsulphonyl-3-methylsulphanylphenyl]-2-hydroxy-2-methyl-3,3,3-trifluoropropanamide), ClC=1C=C(C(=O)OO)C=CC1 (metachloroperoxybenzoic acid), ClC=1C=C(C(=O)OO)C=CC1 (meta-chloroperoxybenzoic acid). Run in C(Cl)Cl (DCM). Reaction conditions: time 16 hour. Product: C(C)S(=O)(=O)C1=C(C(=C(C=C1)NC([C@@](C(F)(F)F)(C)O)=O)Cl)S(=O)C ((R)-N-[4-Ethylsulphonyl-3-methylsulphinyl-2-chlorophenyl]-2-hydroxy-2-methyl-3,3,3-trifluoropropanamide). Isolated yield 132.3%. As a reaction SMILES: [Cl:1][C:2]1[C:7]([S:8][CH3:9])=[C:6]([S:10]([CH2:13][CH3:14])(=[O:12])=[O:11])[CH:5]=[CH:4][C:3]=1[NH:15][C:16](=[O:24])[C@:17]([OH:23])([CH3:22])[C:18]([F:21])([F:20])[F:19].ClC1C=C(C=CC=1)C(OO)=[O:30].C(=O)([O-])O.[Na+]>C(Cl)Cl>[CH2:13]([S:10]([C:6]1[CH:5]=[CH:4][C:3]([NH:15][C:16](=[O:24])[C@:17]([OH:23])([CH3:22])[C:18]([F:19])([F:21])[F:20])=[C:2]([Cl:1])[C:7]=1[S:8]([CH3:9])=[O:30])(=[O:12])=[O:11])[CH3:14] |f:2.3|. Procedure details: To a stirred solution of (R)-N-[4-ethylsulphonyl-3-methylsulphanyl-2-chlorophenyl]-2-hydroxy-2-methyl-3,3,3-trifluoropropanamide (Example 28) (0.636 g) in DCM was added metachloroperoxybenzoic acid (0.17 g). After 1 hour at ambient temperature a further portion of meta-chloroperoxybenzoic acid (0.14 g) was added and stirring was continued at ambient temperature for 16 hours. Further meta-chloroperoxybenzoic acid (0.08 g) was added and after 30 minutes sodium hydrogen carbonate solution (50 ml) w... The reactants are CC1=CC=C(C=C1)C1SCC(C(S1)C(=O)OC)=O (methyl 2-(4-methylphenyl)-1,3-dithia-cyclohexan-5-one-4-carboxylate). Run in S(O)(O)(=O)=O (sulfuric acid). The product is CC1=CC=C(C=C1)C1SCC(CS1)=O (2-(4-methylphenyl)-1,3-dithian-5-one). As a reaction SMILES: [CH3:1][C:2]1[CH:7]=[CH:6][C:5]([CH:8]2[S:13][CH:12](C(OC)=O)[C:11](=[O:18])[CH2:10][S:9]2)=[CH:4][CH:3]=1>S(=O)(=O)(O)O>[CH3:1][C:2]1[CH:3]=[CH:4][C:5]([CH:8]2[S:9][CH2:10][C:11](=[O:18])[CH2:12][S:13]2)=[CH:6][CH:7]=1. Reported procedure: 131 g of methyl 2-(4-methylphenyl)-1,3-dithia-cyclohexan-5-one-4-carboxylate (0.464 mol) were heated under reflux with 350 ml of 2N sulfuric acid for 6 hours, with intensive stirring. After cooling, the mixture was decanted and the residue was taken up in ethyl acetate. The organic phase was washed with bicarbonate solution and water, dried and concentrated. For further purification, the solid residue was suspended in diisopropyl ether and filtered off with suction. This gave 62.7 g of yellow cr... Starting materials: ClCCl, CC(=O)OC(C)=O, OCCCCCC=C(c1ccccc1)c1cccnc1, c1ccncc1. Product: CC(=O)OCCCCCC=C(c1ccccc1)c1cccnc1. Reaction SMILES: [CH2:34]([Cl:35])[Cl:36].[CH3:27][C:28](=[O:29])[O:30][C:31](=[O:32])[CH3:33].[c:1]1([C:7](=[CH:8][CH2:9][CH2:10][CH2:11][CH2:12][CH2:13][OH:14])[c:15]2[cH:16][n:17][cH:18][cH:19][cH:20]2)[cH:2][cH:3][cH:4][cH:5][cH:6]1.[cH:21]1[cH:22][cH:23][n:24][cH:25][cH:26]1>>[c:1]1([C:7](=[CH:8][CH2:9][CH2:10][CH2:11][CH2:12][CH2:13][O:14][C:28]([CH3:27])=[O:29])[c:15]2[cH:16][n:17][cH:18][cH:19][cH:20]2)[cH:2][cH:3][cH:4][cH:5][cH:6]1. Starting materials: C(C)C1=CC=C(C=C1)N1C(C2(CC1)CCNCC2)=O (2-(4-Ethyl-phenyl)-2,8-diaza-spiro[4.5]decan-1-one), O=C(OC(Cl)(Cl)Cl)Cl (diphosgene), FC1=CC=C(CN)C=C1 (4-Fluoro-benzylamine). Product: FC1=CC=C(CNC(=O)N2CCC3(CCN(C3=O)C3=CC=C(C=C3)CC)CC2)C=C1 (2-(4-Ethyl-phenyl)-1-oxo-2,8-diaza-spiro[4.5]decane-8-carboxylic acid 4-fluoro-benzylamide). RXN SMILES: [CH2:1]([C:3]1[CH:8]=[CH:7][C:6]([N:9]2[CH2:13][CH2:12][C:11]3([CH2:18][CH2:17][NH:16][CH2:15][CH2:14]3)[C:10]2=[O:19])=[CH:5][CH:4]=1)[CH3:2].O=C(Cl)[O:22][C:23](Cl)(Cl)Cl.[F:28][C:29]1[CH:36]=[CH:35][C:32]([CH2:33][NH2:34])=[CH:31][CH:30]=1>>[F:28][C:29]1[CH:36]=[CH:35][C:32]([CH2:33][NH:34][C:23]([N:16]2[CH2:17][CH2:18][C:11]3([C:10](=[O:19])[N:9]([C:6]4[CH:5]=[CH:4][C:3]([CH2:1][CH3:2])=[CH:8][CH:7]=4)[CH2:13][CH2:12]3)[CH2:14][CH2:15]2)=[O:22])=[CH:31][CH:30]=1. Reported procedure: This material was prepared in analogy to example 251 step B) from 2-(4-Ethyl-phenyl)-2,8-diaza-spiro[4.5]decan-1-one, diphosgene and 4-Fluoro-benzylamine. MS (ESI): 410.4 (MH+). Reactants: aqueous solution, C(O)([O-])=O.[Na+] (sodium hydrogen carbonate), ClC1=CC=C(OC2=C(C=C(C#N)C=C2)B2OC(C(O2)(C)C)(C)C)C=C1 (4-(4-chlorophenoxy)-3-(4,4,5,5-tetramethyl-1,3,2-dioxaborolan-2-yl)benzonitrile), BrC1=NC=CC=C1OC (2-bromo-3-methoxypyridine). The reagents and catalysts are C=1C=CC(=CC1)[P](C=2C=CC=CC2)(C=3C=CC=CC3)[Pd]([P](C=4C=CC=CC4)(C=5C=CC=CC5)C=6C=CC=CC6)([P](C=7C=CC=CC7)(C=8C=CC=CC8)C=9C=CC=CC9)[P](C=1C=CC=CC1)(C=1C=CC=CC1)C=1C=CC=CC1 (Tetrakis(triphenylphosphine)palladium(0)). Solvent: O1CCOCC1 (1,4-dioxane), O (water). Conditions: temperature 85 celsius. Yields the product ClC1=CC=C(OC2=C(C=C(C#N)C=C2)C2=NC=CC=C2OC)C=C1 (4-(4-chlorophenoxy)-3-(3-methoxypyridin-2-yl)benzonitrile). Isolated yield 18.6%. RXN SMILES: C(=O)([O-])O.[Na+].[Cl:6][C:7]1[CH:30]=[CH:29][C:10]([O:11][C:12]2[CH:19]=[CH:18][C:15]([C:16]#[N:17])=[CH:14][C:13]=2B2OC(C)(C)C(C)(C)O2)=[CH:9][CH:8]=1.Br[C:32]1[C:37]([O:38][CH3:39])=[CH:36][CH:35]=[CH:34][N:33]=1>O1CCOCC1.O.C1C=CC([P]([Pd]([P](C2C=CC=CC=2)(C2C=CC=CC=2)C2C=CC=CC=2)([P](C2C=CC=CC=2)(C2C=CC=CC=2)C2C=CC=CC=2)[P](C2C=CC=CC=2)(C2C=CC=CC=2)C2C=CC=CC=2)(C2C=CC=CC=2)C2C=CC=CC=2)=CC=1>[Cl:6][C:7]1[CH:8]=[CH:9][C:10]([O:11][C:12]2[CH:19]=[CH:18][C:15]([C:16]#[N:17])=[CH:14][C:13]=2[C:32]2[C:37]([O:38][CH3:39])=[CH:36][CH:35]=[CH:34][N:33]=2)=[CH:29][CH:30]=1 |f:0.1,^1:50,52,71,90|. Procedure: Tetrakis(triphenylphosphine)palladium(0) (0.325 g, 0.28 mmol) and 1M aqueous solution of sodium hydrogen carbonate (5.6 mL, 5.6 mmol) were added to 4-(4-chlorophenoxy)-3-(4,4,5,5-tetramethyl-1,3,2-dioxaborolan-2-yl)benzonitrile (Preparation 13, 1.0 g, 2.8 mmol) and 2-bromo-3-methoxypyridine (0.528 g, 2.8 mmol) in 1,4-dioxane (30 mL). The mixture was heated at 85° C. for 18 hours under a nitrogen atmosphere, then cooled, diluted with water (30 mL) and extracted with EtOAc (3×30 mL). The organic l... The reactants are C[Mg]Cl (methylmagnesium chloride), [NH4+].[Cl-] (NH4Cl), COC(C(C(=O)OC)=C(CC)CC)=O (2-(1-ethyl-propylidene)-malonic acid dimethyl ester). The reagents and catalysts are [Cu]I (CuI). The solvent is O1CCCC1 (tetrahydrofuran), O1CCCC1 (tetrahydrofuran). Run at time 20 minute. Product: COC(C(C(=O)OC)C(CC)(C)CC)=O (2-(1-ethyl-1-methyl-propyl)-malonic acid dimethyl ester). Yield: 92.5%. Reaction SMILES: [CH3:1][Mg]Cl.[CH3:4][O:5][C:6](=[O:17])[C:7](=[C:12]([CH2:15][CH3:16])[CH2:13][CH3:14])[C:8]([O:10][CH3:11])=[O:9].[NH4+].[Cl-]>O1CCCC1.[Cu]I>[CH3:11][O:10][C:8](=[O:9])[CH:7]([C:12]([CH2:15][CH3:16])([CH3:1])[CH2:13][CH3:14])[C:6]([O:5][CH3:4])=[O:17] |f:2.3|. Reported procedure: Step A To a suspension of CuI (5.7 g, 30 mmol) in anhydrous tetrahydrofuran (100 mL) at −50° C. was added methylmagnesium chloride (3 M, 20 mL, 60 mmol) during a period of 15 min. After the addition was finished, the reaction mixture was gradually warmed room temperature and stirred for 20 min. Then the temperature of the mixture was lowered to −50° C., a tetrahydrofuran solution (20 mL) of 2-(1-ethyl-propylidene)-malonic acid dimethyl ester (3 g, 15 mmol) prepared in Example 106a Step A was add... Reactants: [H-].[Na+] (NaH), O1C(=CC=C1)CS (2-furylmethylmercaptan), ClC1=C(C(=[N+](C=C1)[O-])C)C (4-chloro-2,3-dimethylpyridine N-oxide). Run in O (water), O1CCOCC1 (dioxane), O1CCOCC1 (dioxane). Conditions: time 15 minute. The product is CC1=[N+](C=CC(=C1C)SCC=1OC=CC1)[O-] (2,3-dimethyl-4-(2-furylmethylthio)-pyridine N-oxide). Isolated yield 79.9%. RXN SMILES: [H-].[Na+].[O:3]1[CH:7]=[CH:6][CH:5]=[C:4]1[CH2:8][SH:9].Cl[C:11]1[CH:16]=[CH:15][N+:14]([O-:17])=[C:13]([CH3:18])[C:12]=1[CH3:19]>O1CCOCC1.O>[CH3:18][C:13]1[C:12]([CH3:19])=[C:11]([S:9][CH2:8][C:4]2[O:3][CH:7]=[CH:6][CH:5]=2)[CH:16]=[CH:15][N+:14]=1[O-:17] |f:0.1|. Reported procedure: 6 g (60% strength) of NaH are added in portions to 50 ml of dry dioxane, the mixture is stirred for 15 minutes, 11.7 g (0.11 mol) of 2-furylmethylmercaptan are metered in over a period of 20 minutes and the mixture is stirred again for 30 minutes until the evolution of gas has ended. A solution of 14.4 g (0.1 mol) of 4-chloro-2,3-dimethylpyridine N-oxide in 100 ml of dioxane is then added dropwise in the course of 20 minutes, and the reaction mixture is stirred at RT for 1 h, subsequently at 70°...